This data is from the Open Reaction Database (ORD), a public repository of structured organic reaction records. The task is: describe an organic reaction: reactants, conditions, products, and yield Product: CC1(O)C=C(c2cccnc2F)CC1. Reaction SMILES: [Br-:14].[CH2:17]1[O:18][CH2:19][CH2:20][CH2:21]1.[CH3:15][Mg+:16].[F:1][c:2]1[n:3][cH:4][cH:5][cH:6][c:7]1[C:8]1=[CH:9][C:10](=[O:13])[CH2:11][CH2:12]1.[OH2:22]>>[F:1][c:2]1[n:3][cH:4][cH:5][cH:6][c:7]1[C:8]1=[CH:9][C:10]([OH:13])([CH3:15])[CH2:11][CH2:12]1. Starting materials: [Br-], C1CCOC1, C[Mg+], O=C1C=C(c2cccnc2F)CC1, O. Procedure: 5-(1,2-Dimethylpropyl) resorcinol (15.7 g) and N-methyl-4-piperidone (9.8 g) were dissolved in 35 ml acetic acid and treated with HCl gas as described in Example VI giving 18.8 g of product, m.p. 241°-243°. The solvent is C(C)(=O)O (acetic acid). The product is Cl.CN1CCC(=CC1)C1=C(O)C=C(C=C1O)C(C(C)C)C (2-(N-Methyl-1,2,3,6-tetrahydro-4-pyridyl)-5-(1,2-dimethylpropyl) resorcinol hydrochloride). The reactants are CC(C(C)C)C=1C=C(C=C(O)C1)O (5-(1,2-Dimethylpropyl) resorcinol), CN1CCC(CC1)=O (N-methyl-4-piperidone), Cl (HCl). As a reaction SMILES: [CH3:1][CH:2]([C:6]1[CH:7]=[C:8]([OH:13])[CH:9]=[C:10]([CH:12]=1)[OH:11])[CH:3]([CH3:5])[CH3:4].[CH3:14][N:15]1[CH2:20][CH2:19][C:18](=O)[CH2:17][CH2:16]1.[ClH:22]>C(O)(=O)C>[ClH:22].[CH3:14][N:15]1[CH2:16][CH:17]=[C:18]([C:9]2[C:10]([OH:11])=[CH:12][C:6]([CH:2]([CH3:1])[CH:3]([CH3:4])[CH3:5])=[CH:7][C:8]=2[OH:13])[CH2:19][CH2:20]1 |f:4.5|. Starting materials: C(C1=CC=CC=C1)N1C[C@@H](CCC1)NC1=NC=C(C=O)C=C1 (6-{[(3R)-1-benzyl-3-piperidinyl]amino}nicotinaldehyde), C(=O)(OCC)C=P(C1=CC=CC=C1)(C1=CC=CC=C1)C1=CC=CC=C1 ((carbethoxymethylene)triphenylphosphorane). Run in O1CCCC1 (tetrahydrofuran). Conditions: time 18 hour. Yields the product C(C1=CC=CC=C1)N1C[C@@H](CCC1)NC1=CC=C(C=N1)/C=C/C(=O)OCC (ethyl (2E)-3-(6-{[(3R)-1-benzyl-3-piperidinyl]amino}-3-pyridinyl)acrylate). Yield: 56.9%. RXN SMILES: [CH2:1]([N:8]1[CH2:13][CH2:12][CH2:11][C@@H:10]([NH:14][C:15]2[CH:22]=[CH:21][C:18]([CH:19]=O)=[CH:17][N:16]=2)[CH2:9]1)[C:2]1[CH:7]=[CH:6][CH:5]=[CH:4][CH:3]=1.[C:23]([CH:28]=P(C1C=CC=CC=1)(C1C=CC=CC=1)C1C=CC=CC=1)([O:25][CH2:26][CH3:27])=[O:24]>O1CCCC1>[CH2:1]([N:8]1[CH2:13][CH2:12][CH2:11][C@@H:10]([NH:14][C:15]2[N:16]=[CH:17][C:18](/[CH:19]=[CH:28]/[C:23]([O:25][CH2:26][CH3:27])=[O:24])=[CH:21][CH:22]=2)[CH2:9]1)[C:2]1[CH:7]=[CH:6][CH:5]=[CH:4][CH:3]=1. Procedure: To a solution of 6-{[(3R)-1-benzyl-3-piperidinyl]amino}nicotinaldehyde (110 mg, 0.37 mmol) in tetrahydrofuran (4 mL) was added (carbethoxymethylene)triphenylphosphorane (260 mg, 0.75 mmol) and the mixture was stirred at ambient temperature for 18 hrs. The reaction mixture was evaporated in vacuo and the residue was partitioned between water and EtOAc. The organic layer was separated, washed water and brine, dried over magnesium sulfate, and evaporated in vacuo. The residue was purified by prepar... Reactants: [H-].[Al+3].[Li+].[H-].[H-].[H-] (lithium aluminum hydride), COCCOC (1,2-dimethoxyethane), COCCOC (1,2-dimethoxyethane), N(=O)N1CCN(CC1)CC1=CNC2=CC=CC=C12 (3-(4-nitrosopiperazin-1-yl) methylindole). Run in O (water), O (water). Run at temperature 0 celsius. Product: NN1CCN(CC1)CC1=CNC2=CC=CC=C12 (3-(4-aminopiperazin-1-yl) methylindole). As a reaction SMILES: [H-].[Al+3].[Li+].[H-].[H-].[H-].COCCOC.[N:13]([N:15]1[CH2:20][CH2:19][N:18]([CH2:21][C:22]2[C:30]3[C:25](=[CH:26][CH:27]=[CH:28][CH:29]=3)[NH:24][CH:23]=2)[CH2:17][CH2:16]1)=O>O>[NH2:13][N:15]1[CH2:20][CH2:19][N:18]([CH2:21][C:22]2[C:30]3[C:25](=[CH:26][CH:27]=[CH:28][CH:29]=3)[NH:24][CH:23]=2)[CH2:17][CH2:16]1 |f:0.1.2.3.4.5|. Procedure: To a stirred mixture of 10.5 g of lithium aluminum hydride in 100 ml. of 1,2-dimethoxyethane is added slowly 38 g (0.16 mol) of 3-(4-nitrosopiperazin-1-yl) methylindole while maintaining the temperature below 35° C. After total addition of the material, the mixture is refluxed for four hours. The reaction mixture is cooled to 0° C. and a solution of 50 ml. of water and 50 ml. of 1,2-dimethoxyethane is added slowly maintaining the temperature below 20° C. and an additional 50 ml. of water is adde...